describe an organic reaction: reactants, conditions, products, and yield From a dataset of the Open Reaction Database (ORD), a public repository of structured organic reaction records. The reactants are OC1=C(C=CC(=C1)F)[N+](=O)[O-] (2-Hydroxy-4-fluoronitrobenzene), haloalkylcarboxylate, CC(=O)C (acetone), C(C)#N (acetonitrile), C([O-])([O-])=O.[K+].[K+] (potassium carbonate). Run in CS(=O)C (DMSO), CN(C)C=O (DMF). The product is [N+](=O)([O-])C1=CC=CC=C1 (nitrobenzene). As a reaction SMILES: O[C:2]1[CH:7]=[C:6](F)[CH:5]=[CH:4][C:3]=1[N+:9]([O-:11])=[O:10].CC(C)=O.C(#N)C.C(=O)([O-])[O-].[K+].[K+]>CS(C)=O.CN(C=O)C>[N+:9]([C:3]1[CH:4]=[CH:5][CH:6]=[CH:7][CH:2]=1)([O-:11])=[O:10] |f:3.4.5|. Procedure details: The intermediate nitrobenzenes with the alkoxycarbonylalkoxy W substituent are formed from 2-hydroxy-4-fluoronitrobenzene. 2-Hydroxy-4-fluoronitrobenzene is reacted with a haloalkylcarboxylate (e.g., ethyl 2-bromopropionate) in a suitable solvent (e.g., acetone, acetonitrile, DMF, or DMSO) in the presence of a base (e.g., potassium carbonate) for an extended period (e.g., 3 days). The intermediate nitrobenzene is then isolated by standard laboratory techniques.